This data is from the Open Reaction Database (ORD), a public repository of structured organic reaction records. The task is: describe an organic reaction: reactants, conditions, products, and yield Starting materials: C(C)OC(=O)C=1C(=C2C(=NC1C)N(C=N2)C)Cl (7-chloro-3,5-dimethyl-3H-imidazo[4,5-b]pyridine-6-carboxylic acid ethyl ester), C(CCC)N (butylamine). Yields the product C(C)OC(=O)C=1C(=C2C(=NC1C)N(C=N2)C)NCCCC (7-Butylamino-3,5-dimethyl-3H-imidazo[4,5-b]pyridine-6-carboxylic acid ethyl ester). The yield is 78.0%. RXN SMILES: [CH2:1]([O:3][C:4]([C:6]1[C:7](Cl)=[C:8]2[N:15]=[CH:14][N:13]([CH3:16])[C:9]2=[N:10][C:11]=1[CH3:12])=[O:5])[CH3:2].[CH2:18]([NH2:22])[CH2:19][CH2:20][CH3:21]>>[CH2:1]([O:3][C:4]([C:6]1[C:7]([NH:22][CH2:18][CH2:19][CH2:20][CH3:21])=[C:8]2[N:15]=[CH:14][N:13]([CH3:16])[C:9]2=[N:10][C:11]=1[CH3:12])=[O:5])[CH3:2]. Procedure: 2.5 g. of 7-chloro-3,5-dimethyl-3H-imidazo[4,5-b]pyridine-6-carboxylic acid ethyl ester is refluxed for 10 minutes with 10 ml. of butylamine. The excess butylamine is removed and the residue dissolved in ether. The mixture is filtered and cooled. The 7-butylamino-3,5-dimethyl-3H-imidazo[4,5-b]pyridine-6-carboxylic acid ethyl ester precipitates and is recrystallized from petroleum ether, yield 78%, m.p. 62°-63°. The reactants are [BH4-], CO, Cc1ccccc1, CCO, NC1CCN(c2ccc(F)nc2)C1, [Na+], O=Cc1csc2ccccc12. Yields the product CN(c1csc2ccccc12)C1CCN(c2ccc(F)nc2)C1. As a reaction SMILES: [BH4-:25].[CH3:27][OH:28].[CH3:29][c:30]1[cH:31][cH:32][cH:33][cH:34][cH:35]1.[CH3:36][CH2:37][OH:38].[F:1][c:2]1[cH:3][cH:4][c:5]([N:8]2[CH2:9][CH:10]([NH2:13])[CH2:11][CH2:12]2)[cH:6][n:7]1.[Na+:26].[s:14]1[c:15]2[c:16]([c:17]([CH:19]=[O:20])[cH:18]1)[cH:21][cH:22][cH:23][cH:24]2>>[F:1][c:2]1[cH:3][cH:4][c:5]([N:8]2[CH2:9][CH:10]([N:13]([c:17]3[c:16]4[c:15]([s:14][cH:18]3)[cH:24][cH:23][cH:22][cH:21]4)[CH3:27])[CH2:11][CH2:12]2)[cH:6][n:7]1. Reactants: O (Water), N1=NC(=CC=C1)NC(OCC(Cl)(Cl)Cl)=O (2,2,2-trichloroethyl pyridazin-3-ylcarbamate), FC=1C=C(C=CC1)C=1N=C(SC1)N1CCNCC1 (4-[4-(3-fluorophenyl)-1,3-thiazol-2-yl]piperazine), C(C)(C)N(CC)C(C)C (diisopropylethylamine). Solvent: CS(=O)C (dimethylsulfoxide). Conditions: temperature 70 celsius, time 3 day. Yields the product FC=1C=C(C=CC1)C=1N=C(SC1)N1CCN(CC1)C(=O)NC=1N=NC=CC1 (4-[4-(3-Fluorophenyl)-1,3-thiazol-2-yl]-N-pyridazin-3-ylpiperazine-1-carboxamide). Yield: 28.1%. RXN SMILES: [N:1]1[CH:6]=[CH:5][CH:4]=[C:3]([NH:7][C:8](=[O:15])OCC(Cl)(Cl)Cl)[N:2]=1.[F:16][C:17]1[CH:18]=[C:19]([C:23]2[N:24]=[C:25]([N:28]3[CH2:33][CH2:32][NH:31][CH2:30][CH2:29]3)[S:26][CH:27]=2)[CH:20]=[CH:21][CH:22]=1.C(N(C(C)C)CC)(C)C.O>CS(C)=O>[F:16][C:17]1[CH:18]=[C:19]([C:23]2[N:24]=[C:25]([N:28]3[CH2:29][CH2:30][N:31]([C:8]([NH:7][C:3]4[N:2]=[N:1][CH:6]=[CH:5][CH:4]=4)=[O:15])[CH2:32][CH2:33]3)[S:26][CH:27]=2)[CH:20]=[CH:21][CH:22]=1. Reported procedure: A mixture of 2,2,2-trichloroethyl pyridazin-3-ylcarbamate (226 mg, 0.835 mmol), 4-[4-(3-fluorophenyl)-1,3-thiazol-2-yl]piperazine (200 mg, 0.760 mmol) and diisopropylethylamine (0.265 ml, 1.52 mmol) in dimethylsulfoxide (2.5 ml) was stirred at 70° C. for 3 days. Water was poured into the reaction solution, and the mixture was extracted with ethyl acetate. The extract was washed with water and dried over anhydrous magnesium sulfate, and the solvent was distilled off under reduced pressure. The re...